This data is from the Open Reaction Database (ORD), a public repository of structured organic reaction records. The task is: describe an organic reaction: reactants, conditions, products, and yield Starting materials: COC(CC(C(C(C(C(C(CCCC(=CCC(C(=CC=1N=C(SC1)C)C)OC(C)=O)C)C)O)C)=O)(C)C)O[Si](C)(C)C(C)(C)C)=O (15-acetoxy-3-(tert-butyl-dimethyl-silanyloxy)-7-hydroxy-4,4,6,8,12,16-hexamethyl-17-(2-methyl-thiazol-4-yl)-5-oxo-heptadeca-12,16-dienoic acid methyl ester), N1C=NC=C1 (imidazole), C(C)[Si](CC)(CC)Cl (triethylsilylchloride). Solvent: CN(C)C=O (DMF). Conditions: time 15 minute. Yields the product COC(CC(C(C(C(C(C(CCCC(=CCC(C(=CC=1N=C(SC1)C)C)OC(C)=O)C)C)O[Si](CC)(CC)CC)C)=O)(C)C)O[Si](C)(C)C(C)(C)C)=O (15-Acetoxy-3-(tert-butyl-dimethyl-silanyloxy)-4,4,6,8,12,16-hexamethyl-17-(2-methyl-thiazol-4-yl)-5-oxo-7-triethylsilanyloxy-heptadeca-12,16-dienoic acid methyl ester). As a reaction SMILES: [CH3:1][O:2][C:3](=[O:46])[CH2:4][CH:5]([O:38][Si:39]([C:42]([CH3:45])([CH3:44])[CH3:43])([CH3:41])[CH3:40])[C:6]([CH3:37])([CH3:36])[C:7](=[O:35])[CH:8]([CH3:34])[CH:9]([OH:33])[CH:10]([CH3:32])[CH2:11][CH2:12][CH2:13][C:14]([CH3:31])=[CH:15][CH2:16][CH:17]([O:27][C:28](=[O:30])[CH3:29])[C:18]([CH3:26])=[CH:19][C:20]1[N:21]=[C:22]([CH3:25])[S:23][CH:24]=1.N1C=CN=C1.[CH2:52]([Si:54](Cl)([CH2:57][CH3:58])[CH2:55][CH3:56])[CH3:53]>CN(C=O)C>[CH3:1][O:2][C:3](=[O:46])[CH2:4][CH:5]([O:38][Si:39]([C:42]([CH3:44])([CH3:43])[CH3:45])([CH3:41])[CH3:40])[C:6]([CH3:36])([CH3:37])[C:7](=[O:35])[CH:8]([CH3:34])[CH:9]([O:33][Si:54]([CH2:57][CH3:58])([CH2:55][CH3:56])[CH2:52][CH3:53])[CH:10]([CH3:32])[CH2:11][CH2:12][CH2:13][C:14]([CH3:31])=[CH:15][CH2:16][CH:17]([O:27][C:28](=[O:30])[CH3:29])[C:18]([CH3:26])=[CH:19][C:20]1[N:21]=[C:22]([CH3:25])[S:23][CH:24]=1. Procedure: A solution of 115 mg (0.17 mmol) 15-acetoxy-3-(tert-butyl-dimethyl-silanyloxy)-7-hydroxy-4,4,6,8,12,16-hexamethyl-17-(2-methyl-thiazol-4-yl)-5-oxo-heptadeca-12,16-dienoic acid methyl ester (289) and 36 mg (0.50 mmol) imidazole in 1000 μl absolute DMF was cooled to 0° C. After addition of 84 μl (0.50 mmol) triethylsilylchloride, the icebath was removed and the solution was stirred for 3 h 15 min at ambient temperature before 5.0 mL diethylether were added. The organic layer was washed with demi w... Reactants: C(C=C)(=O)Cl (acryloyl chloride), CSC=1N=CC2=C(N1)N(C(C=C2)=O)C=2C=C(C=CC2)NC(OC(C)(C)C)=O (tert-butyl (3-(2-(methylthio)-7-oxopyrido[2,3-d]pyrimidin-8(7H)-yl)phenyl)carbamate), C(C=C)(=O)Cl (acryloyl chloride), C(=O)(C(F)(F)F)O (TFA). Run in C(Cl)Cl (DCM). Reaction conditions: time 1 hour. Product: CSC=1N=CC2=C(N1)N(C(C=C2)=O)C=2C=C(C=CC2)NC(C=C)=O (N-(3-(2-(methylthio)-7-oxopyrido[2,3-d]pyrimidin-8(7H)-yl)phenyl)acrylamide). Reaction SMILES: [CH3:1][S:2][C:3]1[N:4]=[CH:5][C:6]2[CH:12]=[CH:11][C:10](=[O:13])[N:9]([C:14]3[CH:15]=[C:16]([NH:20][C:21](=O)[O:22]C(C)(C)C)[CH:17]=[CH:18][CH:19]=3)[C:7]=2[N:8]=1.[C:28](O)([C:30](F)(F)F)=O.C(Cl)(=O)C=C>C(Cl)Cl>[CH3:1][S:2][C:3]1[N:4]=[CH:5][C:6]2[CH:12]=[CH:11][C:10](=[O:13])[N:9]([C:14]3[CH:15]=[C:16]([NH:20][C:21](=[O:22])[CH:28]=[CH2:30])[CH:17]=[CH:18][CH:19]=3)[C:7]=2[N:8]=1. Procedure details: To a suspension of tert-butyl (3-(2-(methylthio)-7-oxopyrido[2,3-d]pyrimidin-8(7H)-yl)phenyl)carbamate (51) (651 mg, 1.69 mmol) in 10 mL of DCM at RT was added 3 mL of TFA. The resulting homogeneous solution was stirred at RT for 1 h. It was concentrated under reduced pressure. The residue was in dissolved in 20 mL of DCM and cooled with an ice bath, then treated with DEIA (1.47 mL, 8.47 mmol) followed by acryloyl chloride (0.16 mL, 2.03 mmol). After 20 min at 0° C., additional acryloyl chloride... The reactants are BrC1=CC=C(N)C=C1 (4-bromoaniline), C[Al](C)C (trimethylaluminium), FC1=C(C=CC(=C1)F)[C@]([C@@H](C)S[C@H]1CO[C@@H](OC1)C1=CC=C(C(=O)OC)C=C1)(CN1N=CN=C1)O (methyl 4-[trans-5-[[(1R,2R)-2-(2,4-difluorophenyl)-2-hydroxy-1-methyl-3-(1H-1,2,4-triazol-1-yl)propyl]thio]-1,3-dioxan-2-yl]benzoate). Procedure: In the same manner as that described in Example 3(4), a reaction was carried out using commercially available 4-bromoaniline (205 mg, 1.2 mmol), trimethylaluminium (1.1 ml, 1.07M n-hexane solution, 1.2 mmol) and methyl 4-[trans-5-[[(1R,2R)-2-(2,4-difluorophenyl)-2-hydroxy-1-methyl-3-(1H-1,2,4-triazol-1-yl)propyl]thio]-1,3-dioxan-2-yl]benzoate (150 mg, 0.30 mmol), obtained in Example 12(1), and the reaction mixture was treated using a similar procedure to that described in Example 3(4) to afford ... Isolated yield 94.0%. RXN SMILES: [Br:1][C:2]1[CH:8]=[CH:7][C:5]([NH2:6])=[CH:4][CH:3]=1.C[Al](C)C.[F:13][C:14]1[CH:19]=[C:18]([F:20])[CH:17]=[CH:16][C:15]=1[C@@:21]([OH:47])([CH2:41][N:42]1[CH:46]=[N:45][CH:44]=[N:43]1)[C@H:22]([S:24][C@@H:25]1[CH2:30][O:29][C@@H:28]([C:31]2[CH:40]=[CH:39][C:34]([C:35](OC)=[O:36])=[CH:33][CH:32]=2)[O:27][CH2:26]1)[CH3:23]>>[Br:1][C:2]1[CH:8]=[CH:7][C:5]([NH:6][C:35](=[O:36])[C:34]2[CH:39]=[CH:40][C:31]([C@H:28]3[O:27][CH2:26][C@H:25]([S:24][C@H:22]([CH3:23])[C@:21]([C:15]4[CH:16]=[CH:17][C:18]([F:20])=[CH:19][C:14]=4[F:13])([OH:47])[CH2:41][N:42]4[CH:46]=[N:45][CH:44]=[N:43]4)[CH2:30][O:29]3)=[CH:32][CH:33]=2)=[CH:4][CH:3]=1. Product: BrC1=CC=C(NC(C2=CC=C(C=C2)[C@@H]2OC[C@H](CO2)S[C@@H]([C@@](CN2N=CN=C2)(O)C2=C(C=C(C=C2)F)F)C)=O)C=C1 (4′-Bromo-4-[trans-5-[[(1R,2R)-2-(2,4-difluorophenyl)-2-hydroxy-1-methyl-3-(1H-1,2,4-triazol-1-yl)propyl]thio]-1,3-dioxan-2-yl]benzanilide). The reactants are BrC1=CC=CC(=C1)C(C)C. The reagents and catalysts are N=1C=CC=C2C=CC=3C=CC(=NC3C12)C, O1B(OC(C)(C)C1(C)C)B2OC(C)(C)C(O2)(C)C, C[OH2+].C[OH2+].C1CC=CCCC=C1.C1CC=CCCC=C1.[Ir].[Ir]. The solvent is C1CCCCCCC1. Reaction conditions: temperature 100 celsius, time 20 hour. The product is BrC=1C=C(C=C(C1)C(C)CB2OC(C)(C)C(O2)(C)C)B3OC(C)(C)C(O3)(C)C. The yield is 36.0%. Procedure details: (S)-1-Isopropyl4-[1-(tert-butoxycarbonyl)-piperidine4-carbonyl]-3-methylpiperazine (D22)(0.11 g) was dissolved in methanol (10 ml) and treated with HCl (4N HCl in diethyl ether; 10 ml). After being stirred at rt overnight the reaction mixture was evaporated to a minimum, co-evaporated from methanol, and then dried at 50° C. to give the title compound (D23) as a pale brown solid (0.10 g) The reactants are C(C)(C)N1C[C@@H](N(CC1)C(=O)C1CCN(CC1)C(=O)OC(C)(C)C)C ((S)-1-Isopropyl4-[1-(tert-butoxycarbonyl)-piperidine4-carbonyl]-3-methylpiperazine), Cl (HCl). Run at time 8 hour. Solvent: CO (methanol). As a reaction SMILES: [CH:1]([N:4]1[CH2:9][CH2:8][N:7]([C:10]([CH:12]2[CH2:17][CH2:16][N:15](C(OC(C)(C)C)=O)[CH2:14][CH2:13]2)=[O:11])[C@@H:6]([CH3:25])[CH2:5]1)([CH3:3])[CH3:2].[ClH:26]>CO>[ClH:26].[ClH:26].[CH:1]([N:4]1[CH2:9][CH2:8][N:7]([C:10]([CH:12]2[CH2:13][CH2:14][NH:15][CH2:16][CH2:17]2)=[O:11])[C@@H:6]([CH3:25])[CH2:5]1)([CH3:3])[CH3:2] |f:3.4.5|. Product: Cl.Cl.C(C)(C)N1C[C@@H](N(CC1)C(=O)C1CCNCC1)C ((S)-1-Isopropyl-4-(piperidine-4-carbonyl)-3-methylpiperazine dihydrochloride), solid.